From a dataset of the Open Reaction Database (ORD), a public repository of structured organic reaction records. describe an organic reaction: reactants, conditions, products, and yield The reactants are CN(C)[C@H]1[C@@H]2C[C@@H]3CC4=C(C(=C(C=C4N(C)C)N)O)C(=C3C(=O)[C@@]2(C(=C(C1=O)C(=O)N)O)O)O (9-amino-minocycline), C(CCC)OC(=O)N(CC(=O)OC(=O)OCC(C)C)C(C)(C)C (isobutoxycarbonyl N-(butoxycarbonyl)-N-(tert-butyl)glycinate). Product: NC(=O)C1=C([C@H]([C@@H]2C[C@@H]3CC=4C(=CC(=C(C4C(C3=C([C@@]2(C1=O)O)O)=O)O)NC(CN(C(OCCCC)=O)C(C)(C)C)=O)N(C)C)N(C)C)O (butyl 2-{[(5aR,6aS,7S,10aS)-9-(aminocarbonyl)-4,7-bis(dimethylamino)-1,8,10a,11-tetrahydroxy-10,12-dioxo-5,5a,6,6a,7,10,10a,12-octahydrotetracen-2-yl]amino}-2-oxoethyl(tert-butyl)carbamate). Reaction SMILES: [CH3:1][N:2]([C@@H:4]1[C:27](=[O:28])[C:26]([C:29]([NH2:31])=[O:30])=[C:25]([OH:32])[C@:24]2([OH:33])[C@H:5]1[CH2:6][C@H:7]1[C:21]([C:22]2=[O:23])=[C:20]([OH:34])[C:10]2[C:11]([OH:19])=[C:12]([NH2:18])[CH:13]=[C:14]([N:15]([CH3:17])[CH3:16])[C:9]=2[CH2:8]1)[CH3:3].[CH2:35]([O:39][C:40]([N:42]([C:54]([CH3:57])([CH3:56])[CH3:55])[CH2:43][C:44](OC(OCC(C)C)=O)=[O:45])=[O:41])[CH2:36][CH2:37][CH3:38]>>[NH2:31][C:29]([C:26]1[C:25](=[O:32])[C@:24]2([OH:33])[C@@H:5]([CH2:6][C@H:7]3[C:21](=[C:22]2[OH:23])[C:20](=[O:34])[C:10]2[C:11]([OH:19])=[C:12]([NH:18][C:44](=[O:45])[CH2:43][N:42]([C:54]([CH3:57])([CH3:56])[CH3:55])[C:40](=[O:41])[O:39][CH2:35][CH2:36][CH2:37][CH3:38])[CH:13]=[C:14]([N:15]([CH3:16])[CH3:17])[C:9]=2[CH2:8]3)[C@H:4]([N:2]([CH3:1])[CH3:3])[C:27]=1[OH:28])=[O:30]. Procedure: The title compound is prepared by the procedure of Example 42, using 1 equivalent of 9-amino-minocycline and 2 equivalents of isobutoxycarbonyl N-(butoxycarbonyl)-N-(tert-butyl)glycinate Reference Example 118 to give the product of the example. The reactants are O=C([O-])O, Cl, Nc1nc(SCC2OCCO2)nc2c1nc(O)n2Cc1ccccc1, [Na+], C1CCOC1. The product is Nc1nc(SCC=O)nc2c1nc(O)n2Cc1ccccc1. RXN SMILES: [C:26](=[O:27])([O-:28])[OH:29].[ClH:31].[NH2:1][c:2]1[c:3]2[n:4][c:5]([OH:25])[n:6]([CH2:18][c:19]3[cH:20][cH:21][cH:22][cH:23][cH:24]3)[c:7]2[n:8][c:9]([S:11][CH2:12][CH:13]2[O:14][CH2:17][CH2:16][O:15]2)[n:10]1.[Na+:30].[O:32]1[CH2:33][CH2:34][CH2:35][CH2:36]1>>[NH2:1][c:2]1[c:3]2[n:4][c:5]([OH:25])[n:6]([CH2:18][c:19]3[cH:20][cH:21][cH:22][cH:23][cH:24]3)[c:7]2[n:8][c:9]([S:11][CH2:12][CH:13]=[O:14])[n:10]1.